From a dataset of the Open Reaction Database (ORD), a public repository of structured organic reaction records. describe an organic reaction: reactants, conditions, products, and yield Starting materials: COC(=O)c1cc(-c2c(Br)cnn2C)cs1, O=C([O-])[O-], OB(O)C1CC1, [Cs+], [Cs+], C1CCOC1. The product is COC(=O)c1cc(-c2c(C3CC3)cnn2C)cs1. RXN SMILES: [Br:1][c:2]1[cH:3][n:4][n:5]([CH3:16])[c:6]1-[c:7]1[cH:8][c:9]([C:12](=[O:13])[O:14][CH3:15])[s:10][cH:11]1.[C:23](=[O:24])([O-:25])[O-:26].[CH:17]1([B:20]([OH:21])[OH:22])[CH2:18][CH2:19]1.[Cs+:27].[Cs+:28].[O:29]1[CH2:30][CH2:31][CH2:32][CH2:33]1>>[c:2]1([CH:17]2[CH2:18][CH2:19]2)[cH:3][n:4][n:5]([CH3:16])[c:6]1-[c:7]1[cH:8][c:9]([C:12](=[O:13])[O:14][CH3:15])[s:10][cH:11]1. The product is ClC=1[C@@H]([C@@H]2CC[C@@]3(CC=4C=5C=NNC5C=CC4C13)C2)O ((rac)-(7R,8R,10aS)-6-chloro-3,7,8,9,10,11-hexahydro-8,10a-methanoazuleno-[2,1-e]indazol-7-ol). The solvent is CCO (EtOH). Procedure details: To a stirring suspension of 6-chloro-3,9,10,11-tetrahydro-8,10a -methanoazuleno[2,1-e]indazol-7(8H)-one (305 mg, 1.07 mmol) in EtOH (30 mL) was added sodium borohydride (122 mg, 3.2 mmol) at room temperature. A bright yellow color appeared shortly after this addition and with time the reaction mixture became homogeneous. The reaction mixture was stirred at room temperature for 3 hours after which saturated aqueous ammonium chloride was added in portions until bubbling stopped. The reaction mixtu... RXN SMILES: [Cl:1][C:2]1[C:3](=[O:20])[CH:4]2[CH2:19][C:7]3([C:18]=1[C:17]1[CH:16]=[CH:15][C:14]4[NH:13][N:12]=[CH:11][C:10]=4[C:9]=1[CH2:8]3)[CH2:6][CH2:5]2.[BH4-].[Na+].[Cl-].[NH4+]>CCO>[Cl:1][C:2]1[C@H:3]([OH:20])[C@H:4]2[CH2:19][C@@:7]3([C:18]=1[C:17]1[CH:16]=[CH:15][C:14]4[NH:13][N:12]=[CH:11][C:10]=4[C:9]=1[CH2:8]3)[CH2:6][CH2:5]2 |f:1.2,3.4|. Starting materials: [BH4-].[Na+] (sodium borohydride), ClC=1C(C2CCC3(CC=4C=5C=NNC5C=CC4C13)C2)=O (6-chloro-3,9,10,11-tetrahydro-8,10a -methanoazuleno[2,1-e]indazol-7(8H)-one), [Cl-].[NH4+] (ammonium chloride). Starting materials: CCOC(=O)c1cc2c(OC)cccc2cc1Cl, CCCC[N+](CCCC)(CCCC)CCCC, ClCCl, [I-], O. Product: CCOC(=O)c1cc2c(O)cccc2cc1Cl. Reaction SMILES: [CH2:1]([CH3:2])[O:3][C:4](=[O:5])[c:6]1[cH:7][c:8]2[c:9]([O:17][CH3:18])[cH:10][cH:11][cH:12][c:13]2[cH:14][c:15]1[Cl:16].[CH2:21]([N+:22]([CH2:23][CH2:24][CH2:25][CH3:26])([CH2:27][CH2:28][CH2:29][CH3:30])[CH2:31][CH2:32][CH2:33][CH3:34])[CH2:35][CH2:36][CH3:37].[Cl:38][CH2:39][Cl:40].[I-:20].[OH2:19]>>[CH2:1]([CH3:2])[O:3][C:4](=[O:5])[c:6]1[cH:7][c:8]2[c:9]([OH:17])[cH:10][cH:11][cH:12][c:13]2[cH:14][c:15]1[Cl:16]. Starting materials: NC1CC1, ClCCl, O=C(Nc1cccc(S(=O)(=O)F)c1)c1cnn(-c2ccc(Cl)cc2)c1C(F)(F)F. The product is O=C(Nc1cccc(S(=O)(=O)NC2CC2)c1)c1cnn(-c2ccc(Cl)cc2)c1C(F)(F)F. Reaction SMILES: [CH:1]1([NH2:4])[CH2:2][CH2:3]1.[Cl:34][CH2:35][Cl:36].[Cl:5][c:6]1[cH:7][cH:8][c:9](-[n:12]2[n:13][cH:14][c:15]([C:21](=[O:22])[NH:23][c:24]3[cH:25][c:26]([S:30](=[O:31])(=[O:32])[F:33])[cH:27][cH:28][cH:29]3)[c:16]2[C:17]([F:18])([F:19])[F:20])[cH:10][cH:11]1>>[CH:1]1([NH:4][S:30]([c:26]2[cH:25][c:24]([NH:23][C:21]([c:15]3[cH:14][n:13][n:12](-[c:9]4[cH:8][cH:7][c:6]([Cl:5])[cH:11][cH:10]4)[c:16]3[C:17]([F:18])([F:19])[F:20])=[O:22])[cH:29][cH:28][cH:27]2)(=[O:31])=[O:32])[CH2:2][CH2:3]1. The reactants are N (NH3), OCC1=CC=C(C=C1)C(CNC(OC(C)(C)C)=O)C(=O)NC=1C=C2C=CN=CC2=CC1 (tert-butyl 2-(4-(hydroxymethyl)phenyl)-3-(isoquinolin-6-ylamino)-3-oxopropylcarbamate), Cl (HCl). The solvent is CO (MeOH), C1CCOC1 (THF), O (water). Run at time 48 hour. Product: Cl.Cl.NCC(C(=O)NC=1C=C2C=CN=CC2=CC1)C1=CC=C(C=C1)CO (3-amino-2-(4-(hydroxymethyl)phenyl)-N-(isoquinolin-6-yl)propanamide dihydrochloride). Reaction SMILES: [OH:1][CH2:2][C:3]1[CH:8]=[CH:7][C:6]([CH:9]([C:19]([NH:21][C:22]2[CH:23]=[C:24]3[C:29](=[CH:30][CH:31]=2)[CH:28]=[N:27][CH:26]=[CH:25]3)=[O:20])[CH2:10][NH:11]C(=O)OC(C)(C)C)=[CH:5][CH:4]=1.[ClH:32].N>C1COCC1.O.CO>[ClH:32].[ClH:32].[NH2:11][CH2:10][CH:9]([C:6]1[CH:7]=[CH:8][C:3]([CH2:2][OH:1])=[CH:4][CH:5]=1)[C:19]([NH:21][C:22]1[CH:23]=[C:24]2[C:29](=[CH:30][CH:31]=1)[CH:28]=[N:27][CH:26]=[CH:25]2)=[O:20] |f:6.7.8|. Reported procedure: To tert-butyl 2-(4-(hydroxymethyl)phenyl)-3-(isoquinolin-6-ylamino)-3-oxopropylcarbamate (E139) in THF and water and cooled to 0° C. was added HCl (1 N in Et2O). After 30 min the mixture was warmed to room temperature and the solution was stirred for 48 h. 2 M NH3 in MeOH was added. The solvents were evaporated and the mixture purified by column chromatography (SiO2, 0-5-10% (2 M NH3 in MeOH)/CH2Cl2). The compound was dissolved in DCM/MeOH and 1 N HCl in Et2O added. The solvents were evaporated ... Starting materials: FC(C1(N=N1)C1=CC=C(C=O)C=C1)(F)F (4-(3-trifluoromethyl-3H-diazirine-3-yl)benzaldehyde), O (water), [I-].C[S+](C)C (trimethylsulfonium iodide), [OH-].[K+] (potassium hydroxide). Run in C(C)#N (acetonitrile), C(C)#N (acetonitrile). Conditions: temperature 60 celsius, time 10 minute. Product: O1C(C1)C1=CC=C(C=C1)C1(N=N1)C(F)(F)F (3-(4-oxiranylphenyl)-3-trifluoromethyl-3H-diazirine). Yield: 52.7%. Reaction SMILES: [I-].[CH3:2][S+](C)C.[OH-].[K+].[F:8][C:9]([F:22])([F:21])[C:10]1([C:13]2[CH:20]=[CH:19][C:16]([CH:17]=[O:18])=[CH:15][CH:14]=2)[N:12]=[N:11]1.O>C(#N)C>[O:18]1[CH2:2][CH:17]1[C:16]1[CH:19]=[CH:20][C:13]([C:10]2([C:9]([F:8])([F:21])[F:22])[N:11]=[N:12]2)=[CH:14][CH:15]=1 |f:0.1,2.3|. Procedure details: 0.95 g of trimethylsulfonium iodide and 0.52 g of potassium hydroxide were dissolved in 4 ml of acetonitrile, and agitated for 10 minutes at 60° C. in a nitrogen gas atmosphere. 1.00 g of 4-(3-trifluoromethyl-3H-diazirine-3-yl)benzaldehyde were added together with 5.3 ml of acetonitrile, then 0.02 g of water were added. This was agitated for one hour at 60° C. in a nitrogen gas atmosphere. After extracting with ethyl ether, the resulting substance was washed twice with water and once with satura... Reactants: NC1=C(C(=O)O)C=CC(=C1)N (2,4-diaminobenzoic acid), C(C)OC1=C(C(=O)Cl)C=CC=C1 (2-ethoxybenzoylchloride). Product: C(C)OC1=C(C(=O)NC2=C(C(=O)O)C=CC(=C2)NC(C2=C(C=CC=C2)OCC)=O)C=CC=C1 (2,4-bis(2'-ethoxybenzamido)-benzoic acid). RXN SMILES: [NH2:1][C:2]1[CH:10]=[C:9]([NH2:11])[CH:8]=[CH:7][C:3]=1[C:4]([OH:6])=[O:5].[CH2:12]([O:14][C:15]1[CH:23]=[CH:22][CH:21]=[CH:20][C:16]=1[C:17](Cl)=[O:18])[CH3:13]>>[CH2:12]([O:14][C:15]1[CH:23]=[CH:22][CH:21]=[CH:20][C:16]=1[C:17]([NH:1][C:2]1[CH:10]=[C:9]([NH:11][C:17](=[O:18])[C:16]2[CH:20]=[CH:21][CH:22]=[CH:23][C:15]=2[O:14][CH2:12][CH3:13])[CH:8]=[CH:7][C:3]=1[C:4]([OH:6])=[O:5])=[O:18])[CH3:13]. Procedure details: By the procedure similar to that described in Example 1, 2,4-diaminobenzoic acid was condensed with 2-ethoxybenzoylchloride to obtain 2,4-bis(2'-ethoxybenzamido)-benzoic acid having a melting point between 225° - 226°C.